From a dataset of the Open Reaction Database (ORD), a public repository of structured organic reaction records. describe an organic reaction: reactants, conditions, products, and yield Starting materials: [Li]C(C)(C)C, O=C([O-])O, CCOC1CN(C(=O)OCc2ccccc2)CC1Nc1nc(CC)c(I)nc1CC, C1CCOC1, [Cl-], [Cl-], COc1ccc(I)c(C(F)(F)F)n1, [Na+], [Zn+2]. The product is CCOC1CN(C(=O)OCc2ccccc2)CC1Nc1nc(CC)c(-c2ccc(OC)nc2C(F)(F)F)nc1CC. Reaction SMILES: [C:14]([Li:15])([CH3:16])([CH3:17])[CH3:18].[C:49](=[O:50])([OH:51])[O-:52].[CH2:19]([CH3:20])[c:21]1[c:22]([NH:30][CH:31]2[CH2:32][N:33]([C:39](=[O:40])[O:41][CH2:42][c:43]3[cH:44][cH:45][cH:46][cH:47][cH:48]3)[CH2:34][CH:35]2[O:36][CH2:37][CH3:38])[n:23][c:24]([CH2:28][CH3:29])[c:25]([I:27])[n:26]1.[CH2:54]1[O:55][CH2:56][CH2:57][CH2:58]1.[Cl-:59].[Cl-:61].[I:1][c:2]1[c:3]([C:10]([F:11])([F:12])[F:13])[n:4][c:5]([O:8][CH3:9])[cH:6][cH:7]1.[Na+:53].[Zn+2:60]>>[c:2]1(-[c:25]2[c:24]([CH2:28][CH3:29])[n:23][c:22]([NH:30][CH:31]3[CH2:32][N:33]([C:39](=[O:40])[O:41][CH2:42][c:43]4[cH:44][cH:45][cH:46][cH:47][cH:48]4)[CH2:34][CH:35]3[O:36][CH2:37][CH3:38])[c:21]([CH2:19][CH3:20])[n:26]2)[c:3]([C:10]([F:11])([F:12])[F:13])[n:4][c:5]([O:8][CH3:9])[cH:6][cH:7]1. The reactants are [H-].[Na+] (sodium hydride), C[C@@]1(NC=2N(C(C=C(N2)N2CCOCC2)=O)C1)C(F)(F)F ((2S)-2-methyl-7-morpholin-4-yl-2-trifluoromethyl-2,3-dihydro-1H-imidazo[1,2-a]-pyrimidin-5-one), C(C1=CC=CC=C1)(=O)Cl (benzoyl chloride), saturated solution, C([O-])(O)=O.[Na+] (sodium bicarbonate). The solvent is O1CCCC1 (tetrahydrofuran), C(C)(=O)OCC (ethyl acetate). Product: C[C@@]1(N(C=2N(C(C=C(N2)N2CCOCC2)=O)C1)C(=O)C1=CC=CC=C1)C(F)(F)F ((2S)-2-Methyl-7-(morpholin-4-yl)-1-(phenylcarbonyl)-2-(trifluoromethyl)-2,3-dihydroimidazo[1,2-a]pyrimidin-5(1H)-one). As a reaction SMILES: [H-].[Na+].[CH3:3][C@@:4]1([C:20]([F:23])([F:22])[F:21])[CH2:19][N:7]2[C:8](=[O:18])[CH:9]=[C:10]([N:12]3[CH2:17][CH2:16][O:15][CH2:14][CH2:13]3)[N:11]=[C:6]2[NH:5]1.[C:24](Cl)(=[O:31])[C:25]1[CH:30]=[CH:29][CH:28]=[CH:27][CH:26]=1.C(=O)(O)[O-].[Na+]>O1CCCC1.C(OCC)(=O)C>[CH3:3][C@@:4]1([C:20]([F:23])([F:21])[F:22])[CH2:19][N:7]2[C:8](=[O:18])[CH:9]=[C:10]([N:12]3[CH2:13][CH2:14][O:15][CH2:16][CH2:17]3)[N:11]=[C:6]2[N:5]1[C:24]([C:25]1[CH:30]=[CH:29][CH:28]=[CH:27][CH:26]=1)=[O:31] |f:0.1,4.5|. Reported procedure: 14.2 mg of sodium hydride are added to a solution of 150 mg of (2S)-2-methyl-7-morpholin-4-yl-2-trifluoromethyl-2,3-dihydro-1H-imidazo[1,2-a]-pyrimidin-5-one (Example 1j), in 3 ml of tetrahydrofuran. After stirring for 25 minutes at a temperature in the region of 20° C., 0.092 ml of benzoyl chloride is added. The reaction medium is stirred for 1 hour at ambient temperature before the addition of 1.5 ml of a saturated solution of sodium bicarbonate and ethyl acetate. The organic phase is successi... Starting materials: BrC1=CC(=C(C=C1)Cl)OC(C)C (4-bromo-1-chloro-2-isopropoxy-benzene), solution, [Cl-].C(C)(C)(C)OC(C[Zn+])=O (2-tert-butoxy-2-oxoethylzinc chloride), CCOCC (Et2O). Reagents/catalysts: CC(C)([P](C(C)(C)C)([Pd][P](C(C)(C)C)(C(C)(C)C)C(C)(C)C)C(C)(C)C)C (bis(tri-tert-butylphosphine)palladium(0)). Solvent: O1CCOCC1 (dioxane). Conditions: time 2 day. The product is C(C)(C)(C)OC(CC1=CC(=C(C=C1)Cl)OC(C)C)=O ((4-chloro-3-isopropoxy-phenyl)-acetic acid tert-butyl ester). RXN SMILES: Br[C:2]1[CH:7]=[CH:6][C:5]([Cl:8])=[C:4]([O:9][CH:10]([CH3:12])[CH3:11])[CH:3]=1.[Cl-].[C:14]([O:18][C:19](=[O:22])[CH2:20][Zn+])([CH3:17])([CH3:16])[CH3:15].CCOCC>O1CCOCC1.CC(C)([P](C(C)(C)C)([Pd][P](C(C)(C)C)(C(C)(C)C)C(C)(C)C)C(C)(C)C)C>[C:14]([O:18][C:19](=[O:22])[CH2:20][C:2]1[CH:7]=[CH:6][C:5]([Cl:8])=[C:4]([O:9][CH:10]([CH3:12])[CH3:11])[CH:3]=1)([CH3:17])([CH3:16])[CH3:15] |f:1.2,^1:36,42|. Reported procedure: To a solution of 4-bromo-1-chloro-2-isopropoxy-benzene (2.48 g, 9.8 mmol, 1.0 eq.) and bis(tri-tert-butylphosphine)palladium(0) (501 mg, 0.98 mmol, 0.1 eq.) in dioxane (84 mL), a 0.5M solution of 2-tert-butoxy-2-oxoethylzinc chloride in Et2O (35.3 mL, 17.6 mmol, 1.8 eq.) was added. The resulting mixture was stirred at r.t. for 2 days. The mixture was filtered over celite and concentrated in vacuo. The residue was purified by flashmaster (column: 100 g, flow: 45 mL/min, 30 fractions of 45 mL, Hep... Reactants: C(C)(C)C1=CC=C(C=C1)C(COC1=CC(=CC(=C1)C)C)=O (1-(4-isopropylphenyl)-2-(3,5-dimethylphenoxy)ethanone), Example 142, O.[O-2].[O-2].[O-2].O=[Si]=O.O=[Si]=O.O=[Si]=O.O=[Si]=O.[Al+3].[Al+3] (Montmorillonite KSF). Solvent: C1(=CC=CC=C1)C (toluene). Reaction conditions: temperature 95 celsius. Product: C(C)(C)C1=CC=C(C=C1)C1=COC2=C1C(=CC(=C2)C)C (3-(4-Isopropylphenyl)-4,6-dimethylbenzofuran). Yield: 100.0%. As a reaction SMILES: [CH:1]([C:4]1[CH:9]=[CH:8][C:7]([C:10](=O)[CH2:11][O:12][C:13]2[CH:18]=[C:17]([CH3:19])[CH:16]=[C:15]([CH3:20])[CH:14]=2)=[CH:6][CH:5]=1)([CH3:3])[CH3:2].O.[O-2].[O-2].[O-2].O=[Si]=O.O=[Si]=O.O=[Si]=O.O=[Si]=O.[Al+3].[Al+3]>C1(C)C=CC=CC=1>[CH:1]([C:4]1[CH:9]=[CH:8][C:7]([C:10]2[C:14]3[C:15]([CH3:20])=[CH:16][C:17]([CH3:19])=[CH:18][C:13]=3[O:12][CH:11]=2)=[CH:6][CH:5]=1)([CH3:3])[CH3:2] |f:1.2.3.4.5.6.7.8.9.10|. Procedure details: A solution of 1-(4-isopropylphenyl)-2-(3,5-dimethylphenoxy)ethanone obtained in Reference Example 142 (38.1 g, 135 mmol) and Montmorillonite KSF (57.2 g) in toluene (400 mL) was heated at 95° C., and was reacted for 16 hours. The reaction solution was cooled to room temperature, and then Montmorillonite KSF was filtered off. The solution was purified by silica gel column chromatography (ethyl acetate:hexane=1:9), and the solvent was distilled off under reduced pressure to obtain 35.6 g (yield 10...